Dataset: the Open Reaction Database (ORD), a public repository of structured organic reaction records. Task: describe an organic reaction: reactants, conditions, products, and yield Reactants: O=C([O-])[O-], CN1C(=O)C2(COc3cc4c(cc32)OCCO4)c2c(C(=O)Oc3ccccc3)cccc21, CN, CN(C)C=O, Cl, [K+], [K+], O. Product: CNC(=O)c1cccc2c1C1(COc3cc4c(cc31)OCCO4)C(=O)N2C. RXN SMILES: [C:36](=[O:37])([O-:38])[O-:39].[CH3:1][N:2]1[C:3](=[O:32])[C:4]2([CH2:5][O:6][c:7]3[cH:8][c:9]4[c:10]([cH:15][c:16]32)[O:11][CH2:12][CH2:13][O:14]4)[c:17]2[c:18]([C:23](=[O:24])[O:25][c:26]3[cH:27][cH:28][cH:29][cH:30][cH:31]3)[cH:19][cH:20][cH:21][c:22]21.[CH3:34][NH2:35].[CH3:42][N:43]([CH3:44])[CH:45]=[O:46].[ClH:33].[K+:40].[K+:41].[OH2:47]>>[CH3:1][N:2]1[C:3](=[O:32])[C:4]2([CH2:5][O:6][c:7]3[cH:8][c:9]4[c:10]([cH:15][c:16]32)[O:11][CH2:12][CH2:13][O:14]4)[c:17]2[c:18]([C:23](=[O:24])[NH:43][CH3:42])[cH:19][cH:20][cH:21][c:22]21. Starting materials: CC1=NC2=CC(=CC=C2C(=C1)N1CCCC1)O (2-methyl-4-pyrrolidin-1-yl-quinolin-7-ol), N1=C(C=CC=C1)CCl (2-picolyl choride). Yields the product CC1=NC2=CC(=CC=C2C(=C1)N1CCCC1)OCC1=NC=CC=C1 (2-methyl-7-(pyridin-2-ylmethoxy)-4-pyrrolidin-1-yl-quinoline). RXN SMILES: [CH3:1][C:2]1[CH:11]=[C:10]([N:12]2[CH2:16][CH2:15][CH2:14][CH2:13]2)[C:9]2[C:4](=[CH:5][C:6]([OH:17])=[CH:7][CH:8]=2)[N:3]=1.[N:18]1[CH:23]=[CH:22][CH:21]=[CH:20][C:19]=1[CH2:24]Cl>>[CH3:1][C:2]1[CH:11]=[C:10]([N:12]2[CH2:16][CH2:15][CH2:14][CH2:13]2)[C:9]2[C:4](=[CH:5][C:6]([O:17][CH2:24][C:19]3[CH:20]=[CH:21][CH:22]=[CH:23][N:18]=3)=[CH:7][CH:8]=2)[N:3]=1. Procedure: In analogy to example 6 there was prepared: on reaction of 2-methyl-4-pyrrolidin-1-yl-quinolin-7-ol with 2-picolyl choride, whereby the product was isolated as free base, 2-methyl-7-(pyridin-2-ylmethoxy)-4-pyrrolidin-1-yl-quinoline as a light brown solid. ISP mass spectrum, m/e: 320.4 (M+1 calculated for C20H21N3O: 320). Starting materials: ice, ClC1=C(C(=NC=N1)NC)N (6-chloro-N4-methylpyrimidine-4,5-diamine), C(C)N1N=CC(=C1)C=O (1-ethyl-1H-pyrazole-4-carbaldehyde). Reagents/catalysts: O.O.O.O.O.O.[Fe](Cl)(Cl)Cl (Iron (III) chloride hexahydrate). The solvent is CN(C)C=O (DMF). Run at temperature 90 celsius. Product: ClC1=C2N=C(N(C2=NC=N1)C)C=1C=NN(C1)CC (6-Chloro-8-(1-ethyl-1H-pyrazol-4-yl)-9-methyl-9H-purine). The yield is 103.0%. Reaction SMILES: [Cl:1][C:2]1[N:7]=[CH:6][N:5]=[C:4]([NH:8][CH3:9])[C:3]=1[NH2:10].[CH2:11]([N:13]1[CH:17]=[C:16]([CH:18]=O)[CH:15]=[N:14]1)[CH3:12]>CN(C=O)C.O.O.O.O.O.O.[Fe](Cl)(Cl)Cl>[Cl:1][C:2]1[N:7]=[CH:6][N:5]=[C:4]2[C:3]=1[N:10]=[C:18]([C:16]1[CH:15]=[N:14][N:13]([CH2:11][CH3:12])[CH:17]=1)[N:8]2[CH3:9] |f:3.4.5.6.7.8.9|. Procedure: To a solution of 6-chloro-N4-methylpyrimidine-4,5-diamine (300 mg, 1.9 mmol) in anhydrous DMF (8 mL) were added 1-ethyl-1H-pyrazole-4-carbaldehyde (236 mg, 1.9 mmol) and Iron (III) chloride hexahydrate (0.51 g, 1.9 mmol). The dark brown solution was heated to 90° C. for 14 hour in an open air vessel. The reaction mixture was cooled to room temperature and poured over ice (20 g). The resulting precipitate was collected by vacuum filtration, and triturated with 10 mL of ethanol at 50° C. for 30 mi... The reactants are C[Si](C)(C)NO (trimethylsilylhydroxylamine), ClC1=CC=C2C(=C(C(NC2=C1)=O)C(=O)OCC)O (ethyl 7-chloro-4-hydroxy-2-oxo-1,2-dihydro-quinoline-3-carboxylate), O (water). Run in CN(C=O)C (dimethylformamide). Conditions: temperature 100 celsius, time 2 hour. Product: ClC1=CC=C2C(=C(C(NC2=C1)=O)C(=O)NO)O (7-chloro-4,N-dihydroxy-2-oxo-1,2-dihydro-quinoline-3-carboxamide). Isolated yield 58.1%. As a reaction SMILES: C[Si]([NH:5][OH:6])(C)C.[Cl:7][C:8]1[CH:17]=[C:16]2[C:11]([C:12]([OH:24])=[C:13]([C:19](OCC)=[O:20])[C:14](=[O:18])[NH:15]2)=[CH:10][CH:9]=1.O>CN(C)C=O>[Cl:7][C:8]1[CH:17]=[C:16]2[C:11]([C:12]([OH:24])=[C:13]([C:19]([NH:5][OH:6])=[O:20])[C:14](=[O:18])[NH:15]2)=[CH:10][CH:9]=1. Reported procedure: 2 ml of trimethylsilylhydroxylamine (15 mmol) were sprayed at room temperature into a suspension of 2.64 g of ethyl 7-chloro-4-hydroxy-2-oxo-1,2-dihydro-quinoline-3-carboxylate (10 mmol) in 2.0 ml of dimethylformamide. After heating to 100° C. all passed slowly into solution. The reaction mixture was left to stir at 80° C. for 2 hrs., cooled to room temperature and stirred overnight. After the addition of 6 ml of water a voluminous precipitate separated and was filtered off, washed with water an... The reactants are CCOC(=O)c1ccc(C#Cc2ccc(C3(OCc4ccccc4)CC3)cc2)cc1, CCO, [Na+], [OH-]. Product: O=C(O)c1ccc(C#Cc2ccc(C3(OCc4ccccc4)CC3)cc2)cc1. As a reaction SMILES: [CH2:1]([c:2]1[cH:3][cH:4][cH:5][cH:6][cH:7]1)[O:8][C:9]1([c:12]2[cH:13][cH:14][c:15]([C:18]#[C:19][c:20]3[cH:21][cH:22][c:23]([C:24](=[O:25])[O:26][CH2:27][CH3:28])[cH:29][cH:30]3)[cH:16][cH:17]2)[CH2:10][CH2:11]1.[CH3:33][CH2:34][OH:35].[Na+:32].[OH-:31]>>[CH2:1]([c:2]1[cH:3][cH:4][cH:5][cH:6][cH:7]1)[O:8][C:9]1([c:12]2[cH:13][cH:14][c:15]([C:18]#[C:19][c:20]3[cH:21][cH:22][c:23]([C:24](=[O:25])[OH:26])[cH:29][cH:30]3)[cH:16][cH:17]2)[CH2:10][CH2:11]1. Reactants: C(CCCCCCCCCCCCCCC)S (n-hexadecanethiol), [N+](=O)([O-])C1=CC=C(C=C1)N=C=O (p-nitrophenyl isocyanate). Solvent: C(C)#N (acetonitrile). Run at time 10 minute. Product: [N+](=O)([O-])C1=CC=C(C=C1)NC(SCCCCCCCCCCCCCCCC)=O (S-n-hexadecyl p-nitrophenylthiocarbamate). Yield: 97.1%. RXN SMILES: [CH2:1]([SH:17])[CH2:2][CH2:3][CH2:4][CH2:5][CH2:6][CH2:7][CH2:8][CH2:9][CH2:10][CH2:11][CH2:12][CH2:13][CH2:14][CH2:15][CH3:16].[N+:18]([C:21]1[CH:26]=[CH:25][C:24]([N:27]=[C:28]=[O:29])=[CH:23][CH:22]=1)([O-:20])=[O:19]>C(#N)C>[N+:18]([C:21]1[CH:22]=[CH:23][C:24]([NH:27][C:28](=[O:29])[S:17][CH2:1][CH2:2][CH2:3][CH2:4][CH2:5][CH2:6][CH2:7][CH2:8][CH2:9][CH2:10][CH2:11][CH2:12][CH2:13][CH2:14][CH2:15][CH3:16])=[CH:25][CH:26]=1)([O-:20])=[O:19]. Reported procedure: In a three necked flask equipped with a dropping funnel, a thermometer and reflux condenser, n-hexadecanethiol (165 g) was dissolved in acetonitrile (1000 ml) in a nitrogen atmosphere. To the solution, p-nitrophenyl isocyanate (100 g) was gradually added, stirred at room temperature for 10 minutes, and then heat-refluxed for 30 minutes. The reaction liquid was cooled to room temperature to allow crystals to precipitate. The crystals were collected by filtering and washed with acetonitrile, to ob... Starting materials: O=C([O-])[O-], C=CCBr, Cc1ccc(S(=O)(=O)n2ccc3c(O)cccc32)cc1, CN(C)C=O, CCOCC, [K+], [K+]. Product: C=CCOc1cccc2c1ccn2S(=O)(=O)c1ccc(C)cc1. RXN SMILES: [C:31](=[O:32])([O-:33])[O-:34].[CH2:37]([Br:38])[CH:39]=[CH2:40].[CH3:1][c:2]1[cH:3][cH:4][c:5]([S:8](=[O:9])(=[O:10])[n:11]2[cH:12][cH:13][c:14]3[c:15]([OH:20])[cH:16][cH:17][cH:18][c:19]23)[cH:6][cH:7]1.[CH3:21][N:22]([CH3:23])[CH:24]=[O:25].[CH3:26][CH2:27][O:28][CH2:29][CH3:30].[K+:35].[K+:36]>>[CH3:1][c:2]1[cH:3][cH:4][c:5]([S:8](=[O:9])(=[O:10])[n:11]2[cH:12][cH:13][c:14]3[c:15]([O:20][CH2:21][CH:29]=[CH2:30])[cH:16][cH:17][cH:18][c:19]23)[cH:6][cH:7]1.